From a dataset of the Open Reaction Database (ORD), a public repository of structured organic reaction records. describe an organic reaction: reactants, conditions, products, and yield Reactants: FC=1C(=C(C=CC1)N)N (3-fluoro-1,2-diaminobenzene), NC1=C(C=C(C#N)C=C1)[N+](=O)[O-] (4-amino-3-nitrobenzonitrile), [Cl-].[Cl-].[Ca+2] (CaCl2), FC1=CC(=C(C=C1)N)N (4-fluoro-1,2-diaminobenzene), [OH-].[Na+] (NaOH). Reagents/catalysts: [Zn] (Zn). Solvent: CCO (EtOH), Cl (HCl), O (H2O), CCO (EtOH). Product: NC=1C=C(C#N)C=CC1N (3,4-Diaminobenzonitrile), tan crystals. Isolated yield 67.0%. Reaction SMILES: [Cl-].[Cl-].[Ca+2].FC1C=CC(N)=C(N)C=1.[NH2:13][C:14]1[CH:21]=[CH:20][C:17]([C:18]#[N:19])=[CH:16][C:15]=1[N+:22]([O-])=O.FC1C(N)=C(N)C=CC=1.[OH-].[Na+]>CCO.Cl.[Zn].O>[NH2:22][C:15]1[CH:16]=[C:17]([CH:20]=[CH:21][C:14]=1[NH2:13])[C:18]#[N:19] |f:0.1.2,6.7|. Procedure details: 3,4-Diaminobenzonitrile was prepared using an adaptation of the method of Tsuji et al. (Tsuji, Y. et al., J. Org. Chem. 55: 580 (1990)). Zn powder (2.51 g, 38.3 mmol), CaCl2 (251 mg), H2O (3.0 mL) and 9.0 mL EtOH were combined and brought to reflux as described for 4-fluoro-1,2-diaminobenzene (Example 10) and to this mixture was added slowly dropwise a solution of 4-amino-3-nitrobenzonitrile (500 mg, 3.06 mmol) in 20 mL EtOH. Analysis and workup were described for 3-fluoro-1,2-diaminobenzene exc... Starting materials: NC1=CC2=C(N=C(S2)C(C)(C)C)C=C1N1CCN(CC1)S(=O)(=O)C (6-amino-2-tert-butyl-5-[4-methanesulphonylpiperazin-1-yl]benzothiazole), C([O-])(O)=O.[Na+] (sodium bicarbonate), C(=S)(Cl)Cl (thiophosgene). Solvent: C(Cl)(Cl)Cl (chloroform), C(Cl)(Cl)Cl (chloroform). The product is C(C)(C)(C)C=1SC2=C(N1)C=C(C(=C2)N=C=S)N2CCN(CC2)S(=O)(=O)C (2-tert-butyl-6-isothiocyanato-5-[4-methanesulphonylpiperazin-1-yl]benzothiazole). RXN SMILES: [NH2:1][C:2]1[C:14]([N:15]2[CH2:20][CH2:19][N:18]([S:21]([CH3:24])(=[O:23])=[O:22])[CH2:17][CH2:16]2)=[CH:13][C:5]2[N:6]=[C:7]([C:9]([CH3:12])([CH3:11])[CH3:10])[S:8][C:4]=2[CH:3]=1.C(=O)(O)[O-].[Na+].[C:30](Cl)(Cl)=[S:31]>C(Cl)(Cl)Cl>[C:9]([C:7]1[S:8][C:4]2[CH:3]=[C:2]([N:1]=[C:30]=[S:31])[C:14]([N:15]3[CH2:16][CH2:17][N:18]([S:21]([CH3:24])(=[O:23])=[O:22])[CH2:19][CH2:20]3)=[CH:13][C:5]=2[N:6]=1)([CH3:11])([CH3:12])[CH3:10] |f:1.2|. Procedure details: A mixture of 1 g of 6-amino-2-tert-butyl-5-[4-methanesulphonylpiperazin-1-yl]benzothiazole and 500 g of sodium bicarbonate in 100 ml of chloroform is cooled in an ice-bath and 2 ml of thiophosgene in 10 ml of chloroform is added to it under stirring. The mixture is stirred over-night at ambient temperature. After filtering off the solid the filtrate is evaporated and the residue is subjected to silica gel column chromatography. Elution with 1% methanol in chloroform gives 2-tert-butyl-6-isothioc...